This data is from the Open Reaction Database (ORD), a public repository of structured organic reaction records. The task is: describe an organic reaction: reactants, conditions, products, and yield Starting materials: C#Cc1cccc(N)c1, COC(=O)CCc1ccc(I)cc1. The product is COC(=O)CCc1ccc(C#Cc2cccc(N)c2)cc1. RXN SMILES: [C:14](#[CH:15])[c:16]1[cH:17][c:18]([NH2:19])[cH:20][cH:21][cH:22]1.[I:1][c:2]1[cH:3][cH:4][c:5]([CH2:8][CH2:9][C:10](=[O:11])[O:12][CH3:13])[cH:6][cH:7]1>>[c:2]1([C:15]#[C:14][c:16]2[cH:17][c:18]([NH2:19])[cH:20][cH:21][cH:22]2)[cH:3][cH:4][c:5]([CH2:8][CH2:9][C:10](=[O:11])[O:12][CH3:13])[cH:6][cH:7]1. Reactants: COC([C@@H](NC(C)=O)CC1=C(N(C2=CC(=C(C=C12)OC)Br)C(=O)OC(C)(C)C)Br)=O ((S)-(+)-N-acetyl-2,6-dibromo-1-t-butoxycarbonyl-5-methoxytryptophan methyl ester), C(Cl)(Cl)Cl.CO (chloroform methanol), FC(C(=O)O)(F)F (trifluoroacetic acid), solution. The solvent is C(Cl)(Cl)Cl (chloroform), C(Cl)(Cl)Cl (chloroform). Conditions: time 12 hour. The product is COC([C@@H](NC(C)=O)CC1=C(NC2=CC(=C(C=C12)OC)Br)Br)=O ((S)-(+)-N-acetyl-2,6-dibromo-5-methoxytryptophan methyl ester). Isolated yield 76.6%. RXN SMILES: [CH3:1][O:2][C:3](=[O:30])[C@H:4]([CH2:9][C:10]1[C:18]2[C:13](=[CH:14][C:15]([Br:21])=[C:16]([O:19][CH3:20])[CH:17]=2)[N:12](C(OC(C)(C)C)=O)[C:11]=1[Br:29])[NH:5][C:6](=[O:8])[CH3:7].FC(F)(F)C(O)=O.C(Cl)(Cl)Cl.CO>C(Cl)(Cl)Cl>[CH3:1][O:2][C:3](=[O:30])[C@H:4]([CH2:9][C:10]1[C:18]2[C:13](=[CH:14][C:15]([Br:21])=[C:16]([O:19][CH3:20])[CH:17]=2)[NH:12][C:11]=1[Br:29])[NH:5][C:6](=[O:8])[CH3:7] |f:2.3|. Reported procedure: To a solution containing 18.3 mg (0.03 mmol) of (S)-(+)-N-acetyl-2,6-dibromo-1-t-butoxycarbonyl-5-methoxytryptophan methyl ester (9) dissolved in 3.2 mL of chloroform, 0.8 mL of trifluoroacetic acid was added under ice cooling to prepare a 10% solution. Furthermore, the solution was stirred at room temperature for 12 hours. The reaction solution was charged with chloroform. The organic phase was washed with saturated sodium bicarbonate water. The resulting phase was further washed with a saturat... Starting materials: [H-].[Na+] (sodium hydride), S(=O)(=O)(OCCOC)C1=CC=C(C)C=C1 (ethylene glycol methyl ether tosylate), C1(=CC=CC=C1)C(C1=CC=CC=C1)(C1=CC=CC=C1)S (triphenylmethylmercaptan). Run in C1CCOC1 (THF), C1CCOC1 (THF), C1CCOC1 (THF). Run at temperature 0 celsius, time 1 hour. Yields the product C1(=CC=CC=C1)C(SCCOC)(C1=CC=CC=C1)C1=CC=CC=C1 (S-Triphenylmethyl 2-Methoxyethanethiol). Isolated yield 41.2%. As a reaction SMILES: [H-].[Na+].[C:3]1([C:9]([SH:22])([C:16]2[CH:21]=[CH:20][CH:19]=[CH:18][CH:17]=2)[C:10]2[CH:15]=[CH:14][CH:13]=[CH:12][CH:11]=2)[CH:8]=[CH:7][CH:6]=[CH:5][CH:4]=1.S(C1C=CC(C)=CC=1)(O[CH2:27][CH2:28][O:29][CH3:30])(=O)=O>C1COCC1>[C:3]1([C:9]([C:10]2[CH:15]=[CH:14][CH:13]=[CH:12][CH:11]=2)([C:16]2[CH:17]=[CH:18][CH:19]=[CH:20][CH:21]=2)[S:22][CH2:27][CH2:28][O:29][CH3:30])[CH:8]=[CH:7][CH:6]=[CH:5][CH:4]=1 |f:0.1|. Procedure details: To sodium hydride (2.17 g, 0.09 mol) under nitrogen was added anhydrous THF (50 ml). The mixture was cooled to 0° C. and triphenylmethylmercaptan (24.88 g, 0.09 mol) in anhydrous THF (50 ml) added dropwise over 15 minutes. After a further 10 minutes at 0° C. the mixture was warmed to room temperature, at which it was stirred for 1 hour. The mixture was then recooled to 0° C. and ethylene glycol methyl ether tosylate (20.72 g, 0.09 mol) in dry THF (50 ml) added dropwise over 15 minutes. After war... Solvent: [OH-].[Na+] (sodium hydroxide), [OH-].[Na+] (sodium hydroxide). The product is C1(=CC=CC=C1)CC(=O)NC(C(C)(C)C)C(=O)O (N-phenylacetyl-DL-tert-leucine). Conditions: time 60 minute. Procedure details: To a solution of DL-tert-leucine (2 g, 15.3 mol) in aqueous sodium hydroxide (2 M, 25 ml) was added dropwise phenylacetyl chloride (646 mg, 20.8 mmol), simultaneously with sodium hydroxide (2 M, 25 ml), at 0° C. over a period of 5 min. The solution was allowed to warm to room temperature and stirred for an additional 60 min until complete dissolution occurred. The reaction was then cooled to 0° C., acidified to pH 4 with conc. HCl, and stirred for 30 min. The resulting precipitate was collected ... The reactants are NC(C(C)(C)C)C(=O)O (DL-tert-leucine), C1(=CC=CC=C1)CC(=O)Cl (phenylacetyl chloride), Cl (HCl). RXN SMILES: [NH2:1][CH:2]([C:7]([OH:9])=[O:8])[C:3]([CH3:6])([CH3:5])[CH3:4].[C:10]1([CH2:16][C:17](Cl)=[O:18])[CH:15]=[CH:14][CH:13]=[CH:12][CH:11]=1.Cl>[OH-].[Na+]>[C:10]1([CH2:16][C:17]([NH:1][CH:2]([C:7]([OH:9])=[O:8])[C:3]([CH3:6])([CH3:5])[CH3:4])=[O:18])[CH:15]=[CH:14][CH:13]=[CH:12][CH:11]=1 |f:3.4|. Isolated yield 39.7%.